Dataset: the Open Reaction Database (ORD), a public repository of structured organic reaction records. Task: describe an organic reaction: reactants, conditions, products, and yield Starting materials: CCNCC, Cc1ccccc1, O=[N+]([O-])c1cc(F)c(F)cc1Cl. Product: CCN(CC)c1cc(Cl)c([N+](=O)[O-])cc1F. Reaction SMILES: [CH2:13]([CH3:14])[NH:15][CH2:16][CH3:17].[CH3:18][c:19]1[cH:20][cH:21][cH:22][cH:23][cH:24]1.[Cl:1][c:2]1[c:3]([N+:10](=[O:11])[O-:12])[cH:4][c:5]([F:9])[c:6]([F:8])[cH:7]1>>[Cl:1][c:2]1[c:3]([N+:10](=[O:11])[O-:12])[cH:4][c:5]([F:9])[c:6]([N:15]([CH2:13][CH3:14])[CH2:16][CH3:17])[cH:7]1. The reactants are CCO, CC(=O)[O-], O=C(c1ccccc1)C(Cl)N1CN(Cl)C=N1, Cl, NO, [Na+], O. The product is ON=C(c1ccccc1)C(Cl)N1CN(Cl)C=N1. Reaction SMILES: [CH3:25][CH2:26][OH:27].[CH3:5][C:6](=[O:7])[O-:8].[Cl:9][CH:10]([C:11](=[O:12])[c:13]1[cH:14][cH:15][cH:16][cH:17][cH:18]1)[N:19]1[N:20]=[CH:21][N:22]([Cl:24])[CH2:23]1.[ClH:1].[NH2:2][OH:3].[Na+:4].[OH2:28]>>[N:2]([OH:3])=[C:11]([CH:10]([Cl:9])[N:19]1[N:20]=[CH:21][N:22]([Cl:24])[CH2:23]1)[c:13]1[cH:14][cH:15][cH:16][cH:17][cH:18]1. The reactants are oxide, [N+](=O)([O-])C1=C(C=NC=C1)NC=1C=C2C=CNC2=CC1 (N-(4-nitro-3-pyridinyl)-1H-indol-5-amine). Reagents/catalysts: [Pt]=O (platinum oxide). Solvent: C(C)O (ethanol). Run at time 6 hour. Yields the product NC1=C(C=NC=C1)NC=1C=C2C=CNC2=CC1 (N-(4-Amino-3-pyridinyl)-1H-indol-5-amine). Reaction SMILES: [N+:1]([C:4]1[CH:9]=[CH:8][N:7]=[CH:6][C:5]=1[NH:10][C:11]1[CH:12]=[C:13]2[C:17](=[CH:18][CH:19]=1)[NH:16][CH:15]=[CH:14]2)([O-])=O>C(O)C.[Pt]=O>[NH2:1][C:4]1[CH:9]=[CH:8][N:7]=[CH:6][C:5]=1[NH:10][C:11]1[CH:12]=[C:13]2[C:17](=[CH:18][CH:19]=1)[NH:16][CH:15]=[CH:14]2. Reported procedure: A mixture of N-(4-nitro-3-pyridinyl)-1H-indol-5-amine, N5 -oxide (7.8 g) in 500 ml ethanol containing platinum oxide (1.25 g) was hydrogenated at 50 psi for six hours and thereafter filtered and concentrated. The product was purified by flash chromatography (silica, 20% methanol in dichloromethane) to give 6 g solid, m.p. 83°-90°. Three grams were distilled twice via Kugelrohr (240°-250°@0.01 mm Hg) to give 2.4 g solid, 138°-140°. Reactants: CCN=C=NCCCN(C)C (EDCI), O.ON1N=NC2=C1C=CC=C2 (1-hydroxybenzotriazole hydrate), N (NH3), O1CCOCC1 (dioxane), C(=O)(O)C=1C=C(CN2CCC(CC2)CNC(CNC(C2=CC(=CC=C2)C(F)(F)F)=O)=O)C=CC1 (1-(3-carboxybenzyl)-4-[{N-(3-(trifluoromethyl)benzoyl)glycyl}aminomethyl]piperidine). The solvent is CN(C)C=O (DMF), C(Cl)(Cl)Cl (CHCl3), CCN(CC)CC (Et3N). Conditions: temperature 25 celsius, time 20 hour. Yields the product C(N)(=O)C=1C=C(CN2CCC(CC2)CNC(CNC(C2=CC(=CC=C2)C(F)(F)F)=O)=O)C=CC1 (1-(3-carbamoylbenzyl)-4-[{N-(3-(trifluoromethyl)benzoyl)glycyl}aminomethyl]piperidine). Reaction SMILES: CC[N:3]=C=NCCCN(C)C.O.ON1C2C=CC=CC=2N=N1.N.O1CCOCC1.[C:30]([C:33]1[CH:34]=[C:35]([CH:61]=[CH:62][CH:63]=1)[CH2:36][N:37]1[CH2:42][CH2:41][CH:40]([CH2:43][NH:44][C:45](=[O:60])[CH2:46][NH:47][C:48](=[O:59])[C:49]2[CH:54]=[CH:53][CH:52]=[C:51]([C:55]([F:58])([F:57])[F:56])[CH:50]=2)[CH2:39][CH2:38]1)(O)=[O:31]>CN(C=O)C.C(Cl)(Cl)Cl.CCN(CC)CC>[C:30]([C:33]1[CH:34]=[C:35]([CH:61]=[CH:62][CH:63]=1)[CH2:36][N:37]1[CH2:42][CH2:41][CH:40]([CH2:43][NH:44][C:45](=[O:60])[CH2:46][NH:47][C:48](=[O:59])[C:49]2[CH:54]=[CH:53][CH:52]=[C:51]([C:55]([F:58])([F:57])[F:56])[CH:50]=2)[CH2:39][CH2:38]1)(=[O:31])[NH2:3] |f:1.2|. Procedure details: EDCI (10.7 mg), 1-hydroxybenzotriazole hydrate (7.5 mg), Et3N (15.4 mg), 0.5 M NH3 in dioxane (0.1 mL, 0.05 mmol) and DMF (0.5 mL) were added to a solution of 1-(3-carboxybenzyl)-4-[{N-(3-(trifluoromethyl)benzoyl)glycyl}aminomethyl]piperidine (19.4 mg, 0.041 mmol) in CHCl3 (2.5 mL). The reaction mixture was stirred at 25° C. for 20 h, washed with 2 N aqueous NaOH (2×2 mL) and brine (1 mL). After filtration through PTFE membrane filter, the solvent was removed under reduced pressure to afford 1-(...